This data is from the Open Reaction Database (ORD), a public repository of structured organic reaction records. The task is: describe an organic reaction: reactants, conditions, products, and yield Starting materials: ClC(=O)OCC1=CC=CC=C1 (benzyl chloroformate), BrC=1C=C2CCC(C2=CC1)N (5-bromo-2,3-dihydro-1H-inden-1-amine), C([O-])([O-])=O.[K+].[K+] (potassium carbonate). The solvent is C(C)(=O)OCC (ethyl acetate), O (water). Conditions: time 8 hour. The product is BrC=1C=C2CCC(C2=CC1)NC(OCC1=CC=CC=C1)=O (Benzyl 5-bromo-2,3-dihydro-1H-inden-1-ylcarbamate). The yield is 67.5%. As a reaction SMILES: [Br:1][C:2]1[CH:3]=[C:4]2[C:8](=[CH:9][CH:10]=1)[CH:7]([NH2:11])[CH2:6][CH2:5]2.C(=O)([O-])[O-].[K+].[K+].Cl[C:19]([O:21][CH2:22][C:23]1[CH:28]=[CH:27][CH:26]=[CH:25][CH:24]=1)=[O:20]>C(OCC)(=O)C.O>[Br:1][C:2]1[CH:3]=[C:4]2[C:8](=[CH:9][CH:10]=1)[CH:7]([NH:11][C:19](=[O:20])[O:21][CH2:22][C:23]1[CH:28]=[CH:27][CH:26]=[CH:25][CH:24]=1)[CH2:6][CH2:5]2 |f:1.2.3|. Procedure details: To a solution of 5-bromo-2,3-dihydro-1H-inden-1-amine (23.57 mmol, 5 g) in ethyl acetate (40 mL) was added potassium carbonate (47.1 mmol, 6.52 g) as a solution in water (40.0 mL). The whole was stirred vigorously before benzyl chloroformate (25.9 mmol, 3.65 mL, 4.42 g) was added and stirring continued overnight. The reaction was quenched with more water and was extracted with DCM (2×). The organic layers were separated and dried using a hydrophobic frit, and were concentrated in vacuo to give d... Starting materials: C(C)(=O)N1CC(CCC1)OCC1=CC=CC=C1 (1-Acetyl-3-benzyloxypiperidine), [OH-].[Na+] (sodium hydroxide), C([O-])([O-])=O.[K+].[K+] (potassium carbonate). Solvent: O (water). Product: C(C1=CC=CC=C1)OC1CNCCC1 (3-Benzyloxypiperidine). Reaction SMILES: C([N:4]1[CH2:9][CH2:8][CH2:7][CH:6]([O:10][CH2:11][C:12]2[CH:17]=[CH:16][CH:15]=[CH:14][CH:13]=2)[CH2:5]1)(=O)C.[OH-].[Na+].C(=O)([O-])[O-].[K+].[K+]>O>[CH2:11]([O:10][CH:6]1[CH2:7][CH2:8][CH2:9][NH:4][CH2:5]1)[C:12]1[CH:13]=[CH:14][CH:15]=[CH:16][CH:17]=1 |f:1.2,3.4.5|. Reported procedure: 1-Acetyl-3-benzyloxypiperidine (0.043 mole), sodium hydroxide (0.086 mole) and water (30 ml.) are combined and refluxed for 24 hours. The reaction mixture is saturated with potassium carbonate and extracted three times with ether. The ether is removed by evaporation and the yellow oil is distilled at 92°-94° C. (0.3 mm Hg.). Reactants: C[O-] (methoxide), CC=1C=CC(=C(C=O)C1)[N+](=O)[O-] (5-Methyl-2-nitrobenzaldehyde), [Na] (Sodium), CC1=CC=C(C=N1)CC#N (2-(6-methylpyridin-3-yl)acetonitrile). Run in CO (MeOH), O (water). Reaction conditions: temperature 0 celsius, time 30 minute. Product: CC=1C=CC(=C(C1)/C=C(/C#N)\C=1C=NC(=CC1)C)[N+](=O)[O-] ((E)-3-(5-methyl-2-nitrophenyl)-2-(6-methylpyridin-3-yl)acrylonitrile). Isolated yield 54.9%. Reaction SMILES: [Na].C[O-].[CH3:4][C:5]1[N:10]=[CH:9][C:8]([CH2:11][C:12]#[N:13])=[CH:7][CH:6]=1.[CH3:14][C:15]1[CH:16]=[CH:17][C:18]([N+:23]([O-:25])=[O:24])=[C:19]([CH:22]=1)[CH:20]=O>CO.O>[CH3:14][C:15]1[CH:16]=[CH:17][C:18]([N+:23]([O-:25])=[O:24])=[C:19](/[CH:20]=[C:11](\[C:8]2[CH:9]=[N:10][C:5]([CH3:4])=[CH:6][CH:7]=2)/[C:12]#[N:13])[CH:22]=1 |^1:0|. Procedure: Sodium metal (1.9 g, 0.0848 mol) was dissolved in MeOH (180 mL), and the resulting methoxide solution was cooled to 0° C. To this was added 2-(6-methylpyridin-3-yl)acetonitrile (11.19 g, 0.0848 mol), and the reaction mixture was stirred for 30 min. at 0° C. 5-Methyl-2-nitrobenzaldehyde (7.0 g, 0.0424 mol) was added at 0° C., and the mixture was further stirred for 1 h at 0° C. After completion of reaction (monitored by TLC), the mixture was diluted with water (100 mL), and extracted with EtOAc (... Product: hydrochloride salt, N12C[C@@H](C(CC1)CC2)NC(=O)C=2OC(=CC2)C2=CC(=CC=C2)[N+](=O)[O-] ((R)-N-(1-Azabicyclo[2.2.2]oct-3-yl)(5-(3-nitrophenyl)furan-2-carboxamide)). Procedure details: Prepared by a method analogous to that described in Example 1 from (R)-N-(1-azabicyclo[2.2.2]oct-3-yl)(5-bromofuran-2-carboxamide) and 3-nitrophenylboronic acid, using tetrakis(triphenylphosphine)palladium(0) and sodium carbonate in a mixture of ethylene glycol dimethyl ether and water. The compound was purified by reverse phase HPLC on a Waters Bondapak® C18 column using a gradient of acetonitrile and 0.1% aqueous trifluoroacetic acid as the eluent. The product-containing fractions were then ev... The solvent is COCCOC (ethylene glycol dimethyl ether), O (water). Reagents/catalysts: C=1C=CC(=CC1)[P](C=2C=CC=CC2)(C=3C=CC=CC3)[Pd]([P](C=4C=CC=CC4)(C=5C=CC=CC5)C=6C=CC=CC6)([P](C=7C=CC=CC7)(C=8C=CC=CC8)C=9C=CC=CC9)[P](C=1C=CC=CC1)(C=1C=CC=CC1)C=1C=CC=CC1 (tetrakis(triphenylphosphine)palladium(0)). Reactants: C([O-])([O-])=O.[Na+].[Na+] (sodium carbonate), N12C[C@@H](C(CC1)CC2)NC(=O)C=2OC(=CC2)Br ((R)-N-(1-azabicyclo[2.2.2]oct-3-yl)(5-bromofuran-2-carboxamide)), [N+](=O)([O-])C=1C=C(C=CC1)B(O)O (3-nitrophenylboronic acid). RXN SMILES: [N:1]12[CH2:8][CH2:7][CH:4]([CH2:5][CH2:6]1)[C@@H:3]([NH:9][C:10]([C:12]1[O:13][C:14](Br)=[CH:15][CH:16]=1)=[O:11])[CH2:2]2.[N+:18]([C:21]1[CH:22]=[C:23](B(O)O)[CH:24]=[CH:25][CH:26]=1)([O-:20])=[O:19].C(=O)([O-])[O-].[Na+].[Na+]>COCCOC.O.C1C=CC([P]([Pd]([P](C2C=CC=CC=2)(C2C=CC=CC=2)C2C=CC=CC=2)([P](C2C=CC=CC=2)(C2C=CC=CC=2)C2C=CC=CC=2)[P](C2C=CC=CC=2)(C2C=CC=CC=2)C2C=CC=CC=2)(C2C=CC=CC=2)C2C=CC=CC=2)=CC=1>[N:1]12[CH2:8][CH2:7][CH:4]([CH2:5][CH2:6]1)[C@@H:3]([NH:9][C:10]([C:12]1[O:13][C:14]([C:25]3[CH:24]=[CH:23][CH:22]=[C:21]([N+:18]([O-:20])=[O:19])[CH:26]=3)=[CH:15][CH:16]=1)=[O:11])[CH2:2]2 |f:2.3.4,^1:46,48,67,86|. The reactants are C(C)(=O)NC1=CC=C(C=C1)O (4-acetamidophenol), FC1=C(C=C(C=C1)NC(=O)C1(OC1)C)C (2-methyloxirane-2-carboxylic acid (4-fluoro-3-methylphenyl)amide). Yields the product C(C)(=O)NC1=CC=C(OCC(C(=O)NC2=CC(=C(C=C2)F)C)(C)O)C=C1 (3-(4-Acetylaminophenoxy)-N-(4-fluoro-3-methylphenyl)-2-hydroxy-2-methylpropionamide). Reaction SMILES: [C:1]([NH:4][C:5]1[CH:10]=[CH:9][C:8]([OH:11])=[CH:7][CH:6]=1)(=[O:3])[CH3:2].[F:12][C:13]1[CH:18]=[CH:17][C:16]([NH:19][C:20]([C:22]2([CH3:25])[CH2:24][O:23]2)=[O:21])=[CH:15][C:14]=1[CH3:26]>>[C:1]([NH:4][C:5]1[CH:10]=[CH:9][C:8]([O:11][CH2:25][C:22]([OH:23])([CH3:24])[C:20]([NH:19][C:16]2[CH:17]=[CH:18][C:13]([F:12])=[C:14]([CH3:26])[CH:15]=2)=[O:21])=[CH:7][CH:6]=1)(=[O:3])[CH3:2]. Procedure details: 3-(4-Acetylaminophenoxy)-N-(4-fluoro-3-methylphenyl)-2-hydroxy-2-methylpropionamide was prepared as described in Example 61 c starting from 4-acetamidophenol and 2-methyloxirane-2-carboxylic acid (4-fluoro-3-methylphenyl)amide. 1H NMR (400 MHz, DMSO-d6): 1.40 (3H, s), 2.00 (3H, s), 2.20 (3H, s), 3.90 (1H, d, J=9.5 Hz), 4.15 (1H, d, J=9.5 Hz), 6.03 (1H, s), 6.84 (2H, d, J=8.7 Hz), 7.03-7.08 (1H, m), 7.44 (2H, d, J=8.7 Hz), 7.54-7.57 (1H, m), 7.67-7.69 (1H, m), 9.62 (1H, s), 9.75 (1H, s). The reactants are O=[Ag], CI, CC#N, O=C(NC1CN(C(c2ccc(Cl)cc2)c2ccc(Cl)cc2)CC1O)c1ccc(OC(F)(F)F)cc1. Yields the product COC1CN(C(c2ccc(Cl)cc2)c2ccc(Cl)cc2)CC1NC(=O)c1ccc(OC(F)(F)F)cc1. As a reaction SMILES: [Ag:41]=[O:42].[CH3:36][I:37].[CH3:38][C:39]#[N:40].[Cl:1][c:2]1[cH:3][cH:4][c:5]([CH:8]([N:9]2[CH2:10][CH:11]([OH:28])[CH:12]([NH:14][C:15]([c:16]3[cH:17][cH:18][c:19]([O:22][C:23]([F:24])([F:25])[F:26])[cH:20][cH:21]3)=[O:27])[CH2:13]2)[c:29]2[cH:30][cH:31][c:32]([Cl:35])[cH:33][cH:34]2)[cH:6][cH:7]1>>[Cl:1][c:2]1[cH:3][cH:4][c:5]([CH:8]([N:9]2[CH2:10][CH:11]([O:28][CH3:36])[CH:12]([NH:14][C:15]([c:16]3[cH:17][cH:18][c:19]([O:22][C:23]([F:24])([F:25])[F:26])[cH:20][cH:21]3)=[O:27])[CH2:13]2)[c:29]2[cH:30][cH:31][c:32]([Cl:35])[cH:33][cH:34]2)[cH:6][cH:7]1. Reactants: C([O-])(O)=O.[Na+] (sodium bicarbonate), C(C)OC(CCN1C=NC=C1)OCC (3-(imidazol-1-yl)propionaldehyde diethyl acetal), [H-].[Na+] (sodium hydride), N1C=NC=C1 (imidazole), C(C)OC(CCCl)OCC (3-chloropropionaldehyde diethyl acetal), [Cl-].[Na+] (sodium chloride). The solvent is Cl (hydrochloric acid). Reaction conditions: time 8 hour. Product: N1(C=NC=C1)CCC=O (3-(imidazol-1-yl)propionaldehyde). RXN SMILES: C([O:3][CH:4](OCC)[CH2:5][CH2:6][N:7]1[CH:11]=[CH:10][N:9]=[CH:8]1)C.N1C=CN=C1.C(OC(OCC)CCCl)C.[H-].[Na+].C(=O)(O)[O-].[Na+].[Cl-].[Na+]>Cl>[N:7]1([CH2:6][CH2:5][CH:4]=[O:3])[CH:11]=[CH:10][N:9]=[CH:8]1 |f:3.4,5.6,7.8|. Procedure: A solution of 3-(imidazol-1-yl)propionaldehyde diethyl acetal, (2.5 g, prepared as described in DE 2,842,759, by reacting imidazole with 3-chloropropionaldehyde diethyl acetal in the presence of sodium hydride) in 5M hydrochloric acid (10 ml) was left to stand at ambient temperature overnight. The solution was basified with solid sodium bicarbonate, sodium chloride was added and the mixture extracted with chloroform. The combined chloroform extracts were concentrated under reduced pressure at am...